Dataset: the Open Reaction Database (ORD), a public repository of structured organic reaction records. Task: describe an organic reaction: reactants, conditions, products, and yield Reactants: C1=CC=CC=2C3=CC=CC=C3NC12 (9H-carbazole), BrC=1C=NC=C(C1)Br (3,5-dibromopyridine), C([O-])([O-])=O.[K+].[K+] (potassium carbonate), C1COCCOCCOCCOCCOCCO1 (18-crown-6). The reagents and catalysts are [Cu] (copper). Solvent: CN(C)C=O (DMF). Reaction conditions: temperature 150 celsius. The product is BrC=1C=C(C=NC1)N1C2=CC=CC=C2C=2C=CC=CC12 (9-(5-bromopyridin-3-yl)-9H-carbazole). Yield: 60.0%. RXN SMILES: [CH:1]1[C:13]2[NH:12][C:11]3[C:6](=[CH:7][CH:8]=[CH:9][CH:10]=3)[C:5]=2[CH:4]=[CH:3][CH:2]=1.[Br:14][C:15]1[CH:16]=[N:17][CH:18]=[C:19](Br)[CH:20]=1.C(=O)([O-])[O-].[K+].[K+].C1OCCOCCOCCOCCOCCOC1>CN(C=O)C.[Cu]>[Br:14][C:15]1[CH:20]=[C:19]([N:12]2[C:11]3[CH:10]=[CH:9][CH:8]=[CH:7][C:6]=3[C:5]3[C:13]2=[CH:1][CH:2]=[CH:3][CH:4]=3)[CH:18]=[N:17][CH:16]=1 |f:2.3.4|. Procedure details: A mixture of 9H-carbazole (4.0 g, 24.1 mmol), 3,5-dibromopyridine (8.55 g, 36.1 mmol), copper powder (3.06 g, 48.2 mmol), potassium carbonate (13.3 g, 96.4 mmol) and 18-crown-6 (0.636 g, 2.4 mmol) in anhydrous DMF was degassed and heated at about 150° C. for about 40 hours. The crude mixture was then poured into water (200 mL), and then filtered. The solid was collected and dissolved in hot dichloromethane (500 mL) and an insoluble solid was then filtered off. The solution was absorbed on silica... The yield is 23.5%. Run in C(C)NCC (diethylamine). Run at temperature 120 celsius. Reaction SMILES: [NH2:1][C:2]1[C:7](I)=[CH:6][C:5]([C:9]2[O:13][CH:12]=[N:11][CH:10]=2)=[C:4]([O:14][CH3:15])[CH:3]=1.[C:16]([C:18]1[N:19]=[CH:20][S:21][CH:22]=1)#[CH:17]>C(NCC)C.Cl[Pd](Cl)([P](C1C=CC=CC=1)(C1C=CC=CC=1)C1C=CC=CC=1)[P](C1C=CC=CC=1)(C1C=CC=CC=1)C1C=CC=CC=1>[CH3:15][O:14][C:4]1[CH:3]=[C:2]2[C:7]([CH:17]=[C:16]([C:18]3[N:19]=[CH:20][S:21][CH:22]=3)[NH:1]2)=[CH:6][C:5]=1[C:9]1[O:13][CH:12]=[N:11][CH:10]=1 |^1:30,49|. Reagents/catalysts: Cl[Pd]([P](C1=CC=CC=C1)(C2=CC=CC=C2)C3=CC=CC=C3)([P](C4=CC=CC=C4)(C5=CC=CC=C5)C6=CC=CC=C6)Cl (bis(triphenylphosphine)palladiumdichloride). Starting materials: NC1=CC(=C(C=C1I)C1=CN=CO1)OC (5-(4-amino-5-iodo-2-methoxyphenyl)oxazole), C(#C)C=1N=CSC1 (4-ethynylthiazole). Product: COC1=C(C=C2C=C(NC2=C1)C=1N=CSC1)C1=CN=CO1 (6-Methoxy-5-(5-oxazolyl)-2-(4-thiazolyl)-1H-indole). Procedure: To a solution of 5-(4-amino-5-iodo-2-methoxyphenyl)oxazole (WO 0181340) (0.293 g, 0.93 mmol) in diethylamine (2.5 mL) was added 4-ethynylthiazole (0.118 g, 1.08 mmol) and bis(triphenylphosphine)palladiumdichloride (0.019 g, 0.027 mmol). The contents were purged with nitrogen and heated in a steel bomb at 120° C. for 20 minutes. The reaction mixture was cooled to rt and purified by silica gel column chromatography to provide the title compound (0.065 g, 20%). HPLC Ret. t=2.79 min. (A); LC/MS M+1=...